The task is: describe an organic reaction: reactants, conditions, products, and yield. This data is from the Open Reaction Database (ORD), a public repository of structured organic reaction records. The product is CC1=CN=C(C(=C1OC)C)C[S@](=O)C2=NC3=C(N2)C=C(C=C3)OC ((S)-omeprazole). Procedure: The formation of the inclusion complex can also be carried out from an aqueous solution of omeprazole sodium salt in the presence of a water-miscible solvent and (S)-1,1,2-triphenyl-1,2-ethanediol. Neutralisation with acid results in the formation of a suspension of the same inclusion complex (S)-omeprazole.2[(S)-1,1,2-triphenyl-1,2-ethanediol] which is isolated by filtration. As a reaction SMILES: [CH3:1][C:2]1[C:7]([O:8][CH3:9])=[C:6]([CH3:10])[C:5]([CH2:11][S:12]([C:14]2[N-:18][C:17]3[CH:19]=[CH:20][C:21]([O:23][CH3:24])=[CH:22][C:16]=3[N:15]=2)=[O:13])=[N:4][CH:3]=1.O.[Na+].C1(C(C2C=CC=CC=2)(O)[C@H](C2C=CC=CC=2)O)C=CC=CC=1>O>[CH3:1][C:2]1[C:7]([O:8][CH3:9])=[C:6]([CH3:10])[C:5]([CH2:11][S@@:12]([C:14]2[NH:15][C:16]3[CH:22]=[C:21]([O:23][CH3:24])[CH:20]=[CH:19][C:17]=3[N:18]=2)=[O:13])=[N:4][CH:3]=1 |f:0.1.2|. Reactants: CC1=CN=C(C(=C1OC)C)CS(=O)C2=NC3=C([N-]2)C=CC(=C3)OC.O.[Na+] (omeprazole sodium salt), C1(=CC=CC=C1)C([C@@H](O)C1=CC=CC=C1)(O)C1=CC=CC=C1 ((S)-1,1,2-triphenyl-1,2-ethanediol). Run in O (water). The reactants are C(\C=C\C=C\C)(=O)O (Sorbic acid), C(C)NCC (diethylamine), C1(=CC=CC=C1)P(=O)(C1=CC=CC=C1)N=[N+]=[N-] (diphenylphosphoryl azide). The solvent is C(C)(=O)OCC (ethyl acetate), CN(C=O)C (dimethylformamide). The product is C(C)N(C(\C=C\C=C\C)=O)CC (sorbic acid N,N-diethylamide). Isolated yield 99.0%. As a reaction SMILES: [C:1]([OH:8])(=O)/[CH:2]=[CH:3]/[CH:4]=[CH:5]/[CH3:6].[CH2:9]([NH:11][CH2:12][CH3:13])[CH3:10].C1(P(N=[N+]=[N-])(C2C=CC=CC=2)=O)C=CC=CC=1>CN(C)C=O.C(OCC)(=O)C>[CH2:9]([N:11]([CH2:12][CH3:13])[C:1](=[O:8])/[CH:2]=[CH:3]/[CH:4]=[CH:5]/[CH3:6])[CH3:10]. Reported procedure: Sorbic acid (5.01 g, 44.7 mmol) and diethylamine (3.59 g, 49 mmol) were dissolved in dimethylformamide (100 ml) and the solution was stirred under ice-cooling. To the solution was added diphenylphosphoryl azide (15.0 g, 54.5 mmol) and the mixture was stirred for 20 hours while allowing to rise the temperature to room temperature. The reaction mixture was diluted with ethyl acetate and washed with an aqueous saturated sodium chloride solution. The ethyl acetate layer was washed with an aqueous sa... The reactants are CN(C)C=O, ClCc1cccc(-c2ccc(Cl)cc2)n1, [H-], [Na+], O, Oc1ccc(CCCCn2ccnn2)cc1. Product: Clc1ccc(-c2cccc(COc3ccc(CCCCn4ccnn4)cc3)n2)cc1. RXN SMILES: [CH3:35][N:36]([CH3:37])[CH:38]=[O:39].[Cl:19][CH2:20][c:21]1[n:22][c:23](-[c:27]2[cH:28][cH:29][c:30]([Cl:33])[cH:31][cH:32]2)[cH:24][cH:25][cH:26]1.[H-:17].[Na+:18].[OH2:34].[n:1]1([CH2:6][CH2:7][CH2:8][CH2:9][c:10]2[cH:11][cH:12][c:13]([OH:16])[cH:14][cH:15]2)[n:2][n:3][cH:4][cH:5]1>>[n:1]1([CH2:6][CH2:7][CH2:8][CH2:9][c:10]2[cH:11][cH:12][c:13]([O:16][CH2:20][c:21]3[n:22][c:23](-[c:27]4[cH:28][cH:29][c:30]([Cl:33])[cH:31][cH:32]4)[cH:24][cH:25][cH:26]3)[cH:14][cH:15]2)[n:2][n:3][cH:4][cH:5]1. Reaction SMILES: [Br:1][C:2]1[CH:9]=[CH:8][C:5]([C:6]#[N:7])=[CH:4][C:3]=1[CH3:10].[CH3:11][OH:12].[ClH:13]>C(OCC)C>[ClH:13].[Br:1][C:2]1[CH:9]=[CH:8][C:5]([C:6](=[NH:7])[O:12][CH3:11])=[CH:4][C:3]=1[CH3:10] |f:4.5|. The solvent is C(C)OCC (diethyl ether). The reactants are Cl (HCl), BrC1=C(C=C(C#N)C=C1)C (4-Bromo-3-methylbenzonitrile), CO (methanol). Procedure details: 4-Bromo-3-methylbenzonitrile (15.0 g, 76.5 mmol) was dissolved in dry methanol (3.1 ml, 76.5 mmol) and dry diethyl ether (108 ml), cooled to 0-5°, then saturated with HCl (g). Stirred for 18 hours at room temperature and the solid collected by filtration, then dried in vacuo to yield the title compound as white needle-like crystals (19.3 g, 95%). Conditions: time 18 hour. The yield is 95.0%. Yields the product Cl.BrC1=C(C=C(C(OC)=N)C=C1)C (Methyl 4-bromo-3-methylbenzimidate hydrochloride), crystals. The product is O=Cc1scc2c1-c1ccccc1Sc1ccccc1-2. The reactants are CCOCC, ClCCl, OCc1scc2c1-c1ccccc1Sc1ccccc1-2. Reaction SMILES: [CH3:24][CH2:25][O:26][CH2:27][CH3:28].[Cl:1][CH2:2][Cl:3].[c:4]1([CH2:22][OH:23])[s:5][cH:6][c:7]2[c:13]1-[c:12]1[c:11]([cH:17][cH:16][cH:15][cH:14]1)[S:10][c:9]1[c:8]-2[cH:21][cH:20][cH:19][cH:18]1>>[c:4]1([CH:22]=[O:23])[s:5][cH:6][c:7]2[c:13]1-[c:12]1[c:11]([cH:17][cH:16][cH:15][cH:14]1)[S:10][c:9]1[c:8]-2[cH:21][cH:20][cH:19][cH:18]1. Starting materials: CC(C)C[AlH]CC(C)C (DIBAL-H), BrC=1C=C(C=C(C1)Br)C1=CC=C(C=C1)/C(=C/C(=O)OCC)/C ((E)-ethyl 3-(3′,5′-dibromo-biphenyl-4-yl)-but-2-enoate). The product is BrC=1C=C(C=C(C1)Br)C1=CC=C(C=C1)/C(=C/CO)/C ((E)-3-(3′,5′-dibromo-biphenyl-4-yl)-but-2-en-1-ol). Reaction SMILES: CC(C[AlH]CC(C)C)C.[Br:10][C:11]1[CH:12]=[C:13]([C:18]2[CH:23]=[CH:22][C:21](/[C:24](/[CH3:31])=[CH:25]/[C:26](OCC)=[O:27])=[CH:20][CH:19]=2)[CH:14]=[C:15]([Br:17])[CH:16]=1>>[Br:10][C:11]1[CH:12]=[C:13]([C:18]2[CH:19]=[CH:20][C:21](/[C:24](/[CH3:31])=[CH:25]/[CH2:26][OH:27])=[CH:22][CH:23]=2)[CH:14]=[C:15]([Br:17])[CH:16]=1. Reported procedure: The colourless gum (E)-3-(3′,5′-dibromo-biphenyl-4-yl)-but-2-en-1-ol was prepared by DIBAL-H reduction of (E)-ethyl 3-(3′,5′-dibromo-biphenyl-4-yl)-but-2-enoate as described for example 52b, with the purification of the product being carried out by preparative HPLC. As a reaction SMILES: [CH2:1]([c:2]1[cH:3][cH:4][cH:5][cH:6][cH:7]1)[O:8][c:9]1[cH:10][cH:11][c:12]([CH:16]=[CH:17][C:18]([CH3:19])([CH3:20])[O:21][c:22]2[cH:23][cH:24][c:25]([C:28]#[N:29])[cH:26][cH:27]2)[n+:13]([O-:15])[cH:14]1.[CH3:30][c:31]1[cH:32][cH:33][cH:34][cH:35][cH:36]1>>[CH2:1]([c:2]1[cH:3][cH:4][cH:5][cH:6][cH:7]1)[O:8][c:9]1[cH:10][cH:11][c:12]([CH:16]2[CH2:17][C:18]([CH3:19])([CH3:20])[O:21][c:22]3[cH:23][cH:24][c:25]([C:28]#[N:29])[cH:26][c:27]32)[n+:13]([O-:15])[cH:14]1. The product is CC1(C)CC(c2ccc(OCc3ccccc3)c[n+]2[O-])c2cc(C#N)ccc2O1. Starting materials: CC(C)(C=Cc1ccc(OCc2ccccc2)c[n+]1[O-])Oc1ccc(C#N)cc1, Cc1ccccc1. Reactants: C(C(=O)Cl)(=O)Cl (oxalyl chloride), [H-].[Na+] (NaH), O1N=C(CC12CCOCC2)C(=O)O (1,8-dioxa-2-aza-spiro[4.5]dec-2-ene-3-carboxylic acid), FC1=C(C=CC=C1)C1=CC(=C(C=C1)N)[N+](=O)[O-] (2′-fluoro-3-nitro-biphenyl-4-ylamine). The reagents and catalysts are CN(C)C=O (DMF). Solvent: C1CCOC1 (THF), ClCl (Cl2). Run at time 20 minute. Yields the product FC1=C(C=CC=C1)C1=CC(=C(C=C1)NC(=O)C1=NOC2(C1)CCOCC2)[N+](=O)[O-] (1,8-Dioxa-2-aza-spiro[4.5]dec-2-ene-3-carboxylic acid (2′-fluoro-3-nitro-biphenyl-4-yl)-amide). Isolated yield 76.0%. Reaction SMILES: [O:1]1[C:5]2([CH2:10][CH2:9][O:8][CH2:7][CH2:6]2)[CH2:4][C:3]([C:11]([OH:13])=O)=[N:2]1.C(Cl)(=O)C(Cl)=O.[F:20][C:21]1[CH:26]=[CH:25][CH:24]=[CH:23][C:22]=1[C:27]1[CH:32]=[CH:31][C:30]([NH2:33])=[C:29]([N+:34]([O-:36])=[O:35])[CH:28]=1.[H-].[Na+]>ClCl.CN(C=O)C.C1COCC1>[F:20][C:21]1[CH:26]=[CH:25][CH:24]=[CH:23][C:22]=1[C:27]1[CH:32]=[CH:31][C:30]([NH:33][C:11]([C:3]2[CH2:4][C:5]3([CH2:6][CH2:7][O:8][CH2:9][CH2:10]3)[O:1][N:2]=2)=[O:13])=[C:29]([N+:34]([O-:36])=[O:35])[CH:28]=1 |f:3.4|. Procedure: A solution of 1,8-dioxa-2-aza-spiro[4.5]dec-2-ene-3-carboxylic acid (87.7 mg, 0.474 mmol, as prepared in the previous step) in CH2 Cl2 (10 mL) was treated with oxalyl chloride (41.3 μL, 0.474 mmol) and DMF (1 drop) at rt for 1 h. Simultaneously, a solution of 2′-fluoro-3-nitro-biphenyl-4-ylamine (100 mg, 0.431 mmol, as prepared in step A of this Example) in dry THF (10 mL) was treated with NaH (51.7 mg, 1.29 mmol, 60% dispersion in oil) at rt for 1 h. The acid chloride solution was concentrated ... Reactants: [Cl-].[NH4+] (ammonium chloride), C(=O)C=1C=CC=2N(C1)C=C(N2)C(=O)NC2=CC=CC=C2 (6-formyl-N-phenylimidazo[1,2-a]pyridine-2-carboxamide), solution, C[Mg]Cl (methylmagnesium chloride). Run in C(C)(=O)OCC (ethyl acetate), O1CCCC1 (tetrahydrofuran), O1CCCC1 (tetrahydrofuran). Conditions: temperature 5 celsius, time 4 hour. Yields the product OC(C)C=1C=CC=2N(C1)C=C(N2)C(=O)NC2=CC=CC=C2 (6-[(RS)-1-hydroxyethyl]-N-phenylimidazo[1,2-a]pyridine-2-carboxamide). Reaction SMILES: [CH:1]([C:3]1[CH:4]=[CH:5][C:6]2[N:7]([CH:9]=[C:10]([C:12]([NH:14][C:15]3[CH:20]=[CH:19][CH:18]=[CH:17][CH:16]=3)=[O:13])[N:11]=2)[CH:8]=1)=[O:2].[CH3:21][Mg]Cl.[Cl-].[NH4+]>O1CCCC1.C(OCC)(=O)C>[OH:2][CH:1]([C:3]1[CH:4]=[CH:5][C:6]2[N:7]([CH:9]=[C:10]([C:12]([NH:14][C:15]3[CH:20]=[CH:19][CH:18]=[CH:17][CH:16]=3)=[O:13])[N:11]=2)[CH:8]=1)[CH3:21] |f:2.3|. Reported procedure: A suspension of 150 mg of 6-formyl-N-phenylimidazo[1,2-a]pyridine-2-carboxamide in 10 ml of tetrahydrofuran is cooled to 5° C. 1.9 ml of a 3M solution of methylmagnesium chloride in tetrahydrofuran are added dropwise. The reaction mixture is stirred at 5° C. for 4 hours, then treated with 20 ml of a saturated ammonium chloride solution, stirred and then diluted with 30 ml of ethyl acetate. The aqueous phase is extracted with ethyl acetate and the combined organic phases are washed with a saturat... The reactants are ClC=1C=CC(=C(C(=O)O)C1)C (5-chloro-2-methylbenzoic acid), [N+](=O)(O)[O-] (HNO3). Solvent: OS(=O)(=O)O (H2SO4), OS(=O)(=O)O (H2SO4). Reaction conditions: time 2 hour. Product: ClC=1C=C(C(=C(C(=O)O)C1)C)[N+](=O)[O-] (5-Chloro-2-methyl-3-nitrobenzoic acid). The yield is 78.9%. RXN SMILES: [Cl:1][C:2]1[CH:3]=[CH:4][C:5]([CH3:11])=[C:6]([CH:10]=1)[C:7]([OH:9])=[O:8].[N+:12]([O-])([OH:14])=[O:13]>OS(O)(=O)=O>[Cl:1][C:2]1[CH:3]=[C:4]([N+:12]([O-:14])=[O:13])[C:5]([CH3:11])=[C:6]([CH:10]=1)[C:7]([OH:9])=[O:8]. Reported procedure: To a conc. H2SO4 (90 mL) was added portionwise 5-chloro-2-methylbenzoic acid (13.2 g, 77.6 mmol) at −5-0° C. Then a mixture of conc. HNO3 (10.5 g, 1744 mmol) in conc. H2SO4 (15 mL) was added dropwise at −5-0° C. over a period of about 1.5 hr. After the addition, the mixture was stirred at this temperature for 2 hr. The mixture was poured into crashed ice with vigorous stirring and the precipitate was collected by filtration. The precipitate was dissolved in EtOAc, washed with brine, dried over a...